From a dataset of the Open Reaction Database (ORD), a public repository of structured organic reaction records. describe an organic reaction: reactants, conditions, products, and yield The reactants are N1C=CC2=C(C=CC=C12)OCC#N (2-(1H-indol-4-yloxy)-acetonitrile), [H-].[Al+3].[Li+].[H-].[H-].[H-] (lithium aluminum hydride), [H-].[Al+3].[Li+].[H-].[H-].[H-] (lithium aluminum hydride). The solvent is C(C)OCC (ethyl ether). Yields the product N1C=CC2=C(C=CC=C12)OCCN (2-(1H-Indol-4-yloxy)ethylamine). The yield is 32.7%. As a reaction SMILES: [NH:1]1[C:9]2[C:4](=[C:5]([O:10][CH2:11][C:12]#[N:13])[CH:6]=[CH:7][CH:8]=2)[CH:3]=[CH:2]1.[H-].[Al+3].[Li+].[H-].[H-].[H-]>C(OCC)C>[NH:1]1[C:9]2[C:4](=[C:5]([O:10][CH2:11][CH2:12][NH2:13])[CH:6]=[CH:7][CH:8]=2)[CH:3]=[CH:2]1 |f:1.2.3.4.5.6|. Procedure: To a solution of 2-(1H-indol-4-yloxy)-acetonitrile (0.9 g, 5.2 mmol) in anhydrous ethyl ether (30 ml) was added lithium aluminum hydride (95%, 0.21 g, 5.2 mmol) at room temperature. The reaction was allowed to reflux for 2 hours, another equivalent of lithium aluminum hydride (0.21 g, 5.2 mmol) was added. The reaction was allowed to reflux for another 2 hours and then was quenched with 1N sodium hydroxide and water. The solid was removed by filtration and the filtrate was concentrated and dissol... Starting materials: CC[O-], CCO, Cl, COC(=O)c1cc2n(c1CCN)CCCC2, [Na+]. Product: O=C1NCCc2c1cc1n2CCCC1. Reaction SMILES: [CH3:19][CH2:20][O-:21].[CH3:22][CH2:23][OH:24].[ClH:1].[NH2:2][CH2:3][CH2:4][c:5]1[c:6]([C:14]([O:16][CH3:15])=[O:17])[cH:7][c:8]2[n:13]1[CH2:12][CH2:11][CH2:10][CH2:9]2.[Na+:18]>>[NH:2]1[CH2:3][CH2:4][c:5]2[c:6]([cH:7][c:8]3[n:13]2[CH2:12][CH2:11][CH2:10][CH2:9]3)[C:14]1=[O:16]. The reactants are CCOC(=O)c1cc2ccccc2n1CCOCCO, CI, [H-], [Na+], CN(C)C=O, O. The product is CCOC(=O)c1cc2ccccc2n1CCOCCOC. Reaction SMILES: [CH2:3]([CH3:4])[O:5][C:6](=[O:7])[c:8]1[n:9]([CH2:17][CH2:18][O:19][CH2:20][CH2:21][OH:22])[c:10]2[cH:11][cH:12][cH:13][cH:14][c:15]2[cH:16]1.[CH3:23][I:24].[H-:1].[Na+:2].[O:26]=[CH:27][N:28]([CH3:29])[CH3:30].[OH2:25]>>[CH2:3]([CH3:4])[O:5][C:6](=[O:7])[c:8]1[n:9]([CH2:17][CH2:18][O:19][CH2:20][CH2:21][O:22][CH3:23])[c:10]2[cH:11][cH:12][cH:13][cH:14][c:15]2[cH:16]1. Reactants: O.[OH-].[Li+] (lithium hydroxide monohydrate), S(=O)([O-])[O-].[Na+].[Na+] (sodium sulfite), OO (Hydrogen peroxide), C(C1=CC=CC=C1)[C@H]1N(C(OC1)=O)C([C@@H](C(C)C)CS(=O)(=O)N1CC2=C(CC1)C1=C(S2)C=CC=C1)=O (4(R)-benzyl-3-[2-(R)-(3,4-dihydro-1H-benzo[4,5]thieno[2,3-c]pyridine-2-sulfonylmethyl)-3-methyl-butanoyl]-oxazolidin-2-one). Run in O (water), O1CCCC1 (tetrahydrofuran), O (water). Conditions: time 16 hour. The product is C1N(CCC2=C1SC1=C2C=CC=C1)S(=O)(=O)C[C@@H](C(=O)O)C(C)C (2-(R)-(3,4-Dihydro-1H-benzo[4,5]thieno[2,3-c]pyridine-2-sulfonylmethyl)-3-methyl-butyric Acid). Isolated yield 87.6%. RXN SMILES: OO.C([C@@H]1COC(=O)N1[C:16](=[O:38])[C@H:17]([CH2:21][S:22]([N:25]1[CH2:30][CH2:29][C:28]2[C:31]3[CH:37]=[CH:36][CH:35]=[CH:34][C:32]=3[S:33][C:27]=2[CH2:26]1)(=[O:24])=[O:23])[CH:18]([CH3:20])[CH3:19])C1C=CC=CC=1.O.[OH-].[Li+].S([O-])([O-])=[O:43].[Na+].[Na+]>O1CCCC1.O>[CH2:26]1[C:27]2[S:33][C:32]3[CH:34]=[CH:35][CH:36]=[CH:37][C:31]=3[C:28]=2[CH2:29][CH2:30][N:25]1[S:22]([CH2:21][C@H:17]([CH:18]([CH3:19])[CH3:20])[C:16]([OH:43])=[O:38])(=[O:23])=[O:24] |f:2.3.4,5.6.7|. Procedure details: Hydrogen peroxide (30% aqueous, 0.15 ml) was added to a solution of 4(R)-benzyl-3-[2-(R)-(3,4-dihydro-1H-benzo[4,5]thieno[2,3-c]pyridine-2-sulfonylmethyl)-3-methyl-butanoyl]-oxazolidin-2-one (180 mg) in tetrahydrofuran (5 ml) at 0° C., followed by a solution of lithium hydroxide monohydrate (30 mg) in water (3 ml). The reaction was stirred for 16 h, allowing to warm slowly to room temperature. A solution of sodium sulfite (200 mg) in water (5 ml) was added then the mixture was evaporated under r... The reactants are C(C)OC(=O)C1=C(N=C(S1)NC1=C(C=CC(=C1)CN1CCN(CC1)C)N)C1=CC=CC=C1 (2-[2-amino-5-(4-methyl-piperazin-1-ylmethyl)-phenylamino]-4-phenyl-thiazole-5-carboxylic acid ethyl ester), C(OCC)(OCC)OCC (triethyl orthoformate). The solvent is C(C)(=O)O (acetic acid). Product: C(C)OC(=O)C1=C(N=C(S1)N1C=NC2=C1C=C(C=C2)CN2CCN(CC2)C)C2=CC=CC=C2 (2-[6-(4-methyl-piperazin-1-ylmethyl)-benzoimidazol-1-yl]-4-phenyl-thiazole-5-carboxylic acid ethyl ester). As a reaction SMILES: [CH2:1]([O:3][C:4]([C:6]1[S:10][C:9]([NH:11][C:12]2[CH:17]=[C:16]([CH2:18][N:19]3[CH2:24][CH2:23][N:22]([CH3:25])[CH2:21][CH2:20]3)[CH:15]=[CH:14][C:13]=2[NH2:26])=[N:8][C:7]=1[C:27]1[CH:32]=[CH:31][CH:30]=[CH:29][CH:28]=1)=[O:5])[CH3:2].[CH:33](OCC)(OCC)OCC>C(O)(=O)C>[CH2:1]([O:3][C:4]([C:6]1[S:10][C:9]([N:11]2[C:12]3[CH:17]=[C:16]([CH2:18][N:19]4[CH2:20][CH2:21][N:22]([CH3:25])[CH2:23][CH2:24]4)[CH:15]=[CH:14][C:13]=3[N:26]=[CH:33]2)=[N:8][C:7]=1[C:27]1[CH:32]=[CH:31][CH:30]=[CH:29][CH:28]=1)=[O:5])[CH3:2]. Reported procedure: To a mixture of 2-[2-amino-5-(4-methyl-piperazin-1-ylmethyl)-phenylamino]-4-phenyl-thiazole-5-carboxylic acid ethyl ester (VII.1a) from previous step and 0.2 mL of acetic acid was added 0.2 mL of triethyl orthoformate. The reaction mixture was heated to 60 degrees for 1 hour, and then concentrated under reduced pressure. The residue was diluted with 10 mL of water and 2 mL of saturated sodium bicarbonate and then extracted three times with 5 mL of dichloromethane. The combined organic layers wer... Reactants: CCN(CC)CCNC1=C2C3=C(C=C1)N=CN3C4=C(C2=O)C=C(C=C4)OC (C-1330), C1CC2=C3C(=C4C(=C2)C(=C5C=C6CCC[N+]7=C6C(=C5O4)CCC7)C8=C(C=C(C=C8)S(=O)(=O)Cl)S(=O)(=O)[O-])CCCN3C1 (Texas Red), C[C@H]1C(=O)N[C@H]2C=3C=4C=CC=CC4NC3SC[C@H](C(=O)N5C[C@H](C[C@H]5C(=O)N1)O)NC(=O)[C@@H](NC(=O)[C@@H](NC(=O)[C@@H](NC2=O)C[C@](C)(CO)O)C)[C@@H](C)O (Phalloidin), CCN(CC)CCNC1=C2C3=C(C=C1)N=CN3C4=C(C2=O)C=C(C=C4)OC (C-1330), CCN(CC)CCNC1=C2C3=C(C=C1)N=CN3C4=C(C2=O)C=C(C=C4)OC (C1330), C1CC2=C3C(=C4C(=C2)C(=C5C=C6CCC[N+]7=C6C(=C5O4)CCC7)C8=C(C=C(C=C8)S(=O)(=O)Cl)S(=O)(=O)[O-])CCCN3C1 (Texas Red), C[C@H]1C(=O)N[C@H]2C=3C=4C=CC=CC4NC3SC[C@H](C(=O)N5C[C@H](C[C@H]5C(=O)N1)O)NC(=O)[C@@H](NC(=O)[C@@H](NC(=O)[C@@H](NC2=O)C[C@](C)(CO)O)C)[C@@H](C)O (Phalloidin). Solvent: CCOCC (ether). Conditions: time 1 minute. Yields the product C1CC2=C3C(=C4C(=C2)C(=C5C=C6CCC[N+]7=C6C(=C5O4)CCC7)C8=C(C=C(C=C8)S(=O)(=O)Cl)S(=O)(=O)[O-])CCCN3C1.C[C@H]1C(=O)N[C@H]2C=3C=4C=CC=CC4NC3SC[C@H](C(=O)N5C[C@H](C[C@H]5C(=O)N1)O)NC(=O)[C@@H](NC(=O)[C@@H](NC(=O)[C@@H](NC2=O)C[C@](C)(CO)O)C)[C@@H](C)O (Texas Red Phalloidin). RXN SMILES: CCN(CCNC1C=CC2N=CN3C4C=CC(OC)=CC=4C(=O)C=1C=23)CC.[CH2:28]1[CH2:69][N:68]2[C:31]3[C:32]([CH2:65][CH2:66][CH2:67]2)=[C:33]2[O:47][C:46]4[C:37]([CH:38]=[C:39]5[C:44]6[C:45]=4[CH2:48][CH2:49][CH2:50][N+:43]=6[CH2:42][CH2:41][CH2:40]5)=[C:36]([C:51]4[CH:56]=[CH:55][C:54]([S:57]([Cl:60])(=[O:59])=[O:58])=[CH:53][C:52]=4[S:61]([O-:64])(=[O:63])=[O:62])[C:34]2=[CH:35][C:30]=3[CH2:29]1.[CH3:70][C@@H:71]1[NH:97][C:95](=[O:96])[C@H:94]2[N:90]([CH2:91][C@@H:92]([OH:98])[CH2:93]2)[C:88](=[O:89])[C@@H:87]2[NH:99][C:100]([C@H:102]([C@H:121]([OH:123])[CH3:122])[NH:103][C:104]([C@H:106]([CH3:120])[NH:107][C:108]([C@H:110]([CH2:114][C@@:115]([OH:119])([CH2:117][OH:118])[CH3:116])[NH:111][C:112](=[O:113])[C@H:75]([C:76]3[C:77]4[CH:78]=[CH:79][CH:80]=[CH:81][C:82]=4[NH:83][C:84]=3[S:85][CH2:86]2)[NH:74][C:72]1=[O:73])=[O:109])=[O:105])=[O:101]>CCOCC>[CH2:41]1[CH2:42][N:43]2[C:44]3[C:45]([CH2:48][CH2:49][CH2:50]2)=[C:46]2[O:47][C:33]4[C:34]([CH:35]=[C:30]5[C:31]6[C:32]=4[CH2:65][CH2:66][CH2:67][N+:68]=6[CH2:69][CH2:28][CH2:29]5)=[C:36]([C:51]4[CH:56]=[CH:55][C:54]([S:57]([Cl:60])(=[O:58])=[O:59])=[CH:53][C:52]=4[S:61]([O-:64])(=[O:63])=[O:62])[C:37]2=[CH:38][C:39]=3[CH2:40]1.[CH3:70][C@@H:71]1[NH:97][C:95](=[O:96])[C@H:94]2[N:90]([CH2:91][C@@H:92]([OH:98])[CH2:93]2)[C:88](=[O:89])[C@@H:87]2[NH:99][C:100]([C@H:102]([C@H:121]([OH:123])[CH3:122])[NH:103][C:104]([C@H:106]([CH3:120])[NH:107][C:108]([C@H:110]([CH2:114][C@@:115]([OH:119])([CH2:117][OH:118])[CH3:116])[NH:111][C:112](=[O:113])[C@H:75]([C:76]3[C:77]4[CH:78]=[CH:79][CH:80]=[CH:81][C:82]=4[NH:83][C:84]=3[S:85][CH2:86]2)[NH:74][C:72]1=[O:73])=[O:109])=[O:105])=[O:101] |f:4.5|. Reported procedure: A549 cells were grown on coverslips in 24-well plates until confluence was reached. Cells were then incubated with 10 μM C-1330 for 30 minutes and then exposed to light for 1 minute, in order to achieve lysosomal photodestruction. Control cells were loaded with C-1330 but were not illuminated. C1330-loaded cells were ether fixed and stained with Texas Red®-X Phalloidin (Life Technologies) with no illumination or stained with Texas Red®-X Phalloidin 2 hours after illumination. Cells were then was... Starting materials: C(=O)(OCC)C(C(=O)OCC)CC#C (ethyl 2-carboethoxy-4-pentynoate), C(O)(O)=O.NC(=N)N (guanidine carbonate). Solvent: C(C)O (ethanol). Product: NC1=NC(=C(C(N1)=O)CC#C)O (2-Amino-6-hydroxy-5-(2-propynyl)-4-(3H)-pyrimidinone). As a reaction SMILES: [C:1]([CH:6]([CH2:12][C:13]#[CH:14])[C:7](OCC)=[O:8])(OCC)=[O:2].C(=O)(O)O.[NH2:19][C:20]([NH2:22])=[NH:21]>C(O)C>[NH2:21][C:20]1[NH:22][C:1](=[O:2])[C:6]([CH2:12][C:13]#[CH:14])=[C:7]([OH:8])[N:19]=1 |f:1.2|. Reported procedure: A mixture of 5.0 g ethyl 2-carboethoxy-4-pentynoate [J. Org. Chem. 40, 851 (1975)] and 2.5 g of guanidine carbonate was heated to reflux in 50 ml of absolute ethanol for 24 hours. The suspension was then cooled to 20° and the solid product was collected. This was subsequently dissolved in 30 ml of water and acidified to pH 3 with 1N hydrochloric acid whereupon a thick precipitate formed. The mixture was warmed briefly to produce a filterable suspension which was then cooled, filtered and rinsed ... Starting materials: COc1cccc(C(=CCCBr)c2cccnc2)c1, O=C([O-])[O-], CCOC(C)=O, OC1(c2ccc(Cl)cc2)CCNCC1, [K+], [K+], CN(C)C=O, O. The product is COc1cccc(C(=CCCN2CCC(O)(c3ccc(Cl)cc3)CC2)c2cccnc2)c1. As a reaction SMILES: [Br:1][CH2:2][CH2:3][CH:4]=[C:5]([c:6]1[cH:7][n:8][cH:9][cH:10][cH:11]1)[c:12]1[cH:13][c:14]([O:18][CH3:19])[cH:15][cH:16][cH:17]1.[C:34](=[O:35])([O-:36])[O-:37].[CH3:46][CH2:47][O:48][C:49](=[O:50])[CH3:51].[Cl:20][c:21]1[cH:22][cH:23][c:24]([C:27]2([OH:33])[CH2:28][CH2:29][NH:30][CH2:31][CH2:32]2)[cH:25][cH:26]1.[K+:38].[K+:39].[O:41]=[CH:42][N:43]([CH3:44])[CH3:45].[OH2:40]>>[CH2:2]([CH2:3][CH:4]=[C:5]([c:6]1[cH:7][n:8][cH:9][cH:10][cH:11]1)[c:12]1[cH:13][c:14]([O:18][CH3:19])[cH:15][cH:16][cH:17]1)[N:30]1[CH2:29][CH2:28][C:27]([c:24]2[cH:23][cH:22][c:21]([Cl:20])[cH:26][cH:25]2)([OH:33])[CH2:32][CH2:31]1. Starting materials: [N+](=O)([O-])C1=C(C=CC=C1)N(C1=C(C=CC=C1)F)CCC#N (N-(2-Nitrophenyl)-N-(2-cyanoethyl)-2-fluoroaniline). The reagents and catalysts are [C].[Pd] (palladium carbon). Solvent: CO (methanol). Reaction conditions: time 3 hour. Yields the product NC1=C(C=CC=C1)N(C1=C(C=CC=C1)F)CCC#N (N-(2-aminophenyl)-N-(2-cyanoethyl)-2-fluoroaniline). Isolated yield 108.2%. Reaction SMILES: [N+:1]([C:4]1[CH:9]=[CH:8][CH:7]=[CH:6][C:5]=1[N:10]([CH2:18][CH2:19][C:20]#[N:21])[C:11]1[CH:16]=[CH:15][CH:14]=[CH:13][C:12]=1[F:17])([O-])=O>CO.[C].[Pd]>[NH2:1][C:4]1[CH:9]=[CH:8][CH:7]=[CH:6][C:5]=1[N:10]([CH2:18][CH2:19][C:20]#[N:21])[C:11]1[CH:16]=[CH:15][CH:14]=[CH:13][C:12]=1[F:17] |f:2.3|. Procedure: N-(2-Nitrophenyl)-N-(2-cyanoethyl)-2-fluoroaniline (6.37 g) was dissolved in methanol (60 ml), 10% palladium carbon (0.60 g) was added, the mixture was stirred for 3 hours under hydrogen atmosphere. Palladium carbon was removed by filtration, the filtrate was concentrated under reduced pressure, to thereby obtain 6.17 g of the titled compound (Yield: 100%). Starting materials: BrCC=1C=C2C=CC=NC2=C(C1)Br (6-bromomethyl-8-bromoquinoline), CS(=O)[O-].[Na+] (sodium methanesulfinate). Run in CN(C)C=O (DMF). Run at time 8 hour. Product: BrC=1C=C(C=C2C=CC=NC12)CS(=O)(=O)C (8-bromo-6-methanesulfonylmethyl-quinoline). As a reaction SMILES: Br[CH2:2][C:3]1[CH:4]=[C:5]2[C:10](=[C:11]([Br:13])[CH:12]=1)[N:9]=[CH:8][CH:7]=[CH:6]2.[CH3:14][S:15]([O-:17])=[O:16].[Na+]>CN(C=O)C>[Br:13][C:11]1[CH:12]=[C:3]([CH2:2][S:15]([CH3:14])(=[O:17])=[O:16])[CH:4]=[C:5]2[C:10]=1[N:9]=[CH:8][CH:7]=[CH:6]2 |f:1.2|. Procedure details: To a solution of 6-bromomethyl-8-bromoquinoline (1.0 eq) (described in International Patent Publication WO 94/22852) in of DMF (0.5M) was added sodium methanesulfinate (1.3 eq). After stirring overnight at room temperature, the resulting mixture was quenched with H2O (4× volume of DMF), stirred for one hour. The resulting precipitate was isolated by filtration and washed with Et2O to afford the 8-bromo-6-methanesulfonylmethyl-quinoline compound.